This data is from the Open Reaction Database (ORD), a public repository of structured organic reaction records. The task is: describe an organic reaction: reactants, conditions, products, and yield The reactants are C(C)(=O)O (Acetic acid), C(=O)(O)[O-].[Na+] (NaHCO3), C(C)OC(C=CC1=C(C=CC(=C1)Cl)N)=O (3-(2-Amino-5-chloro-phenyl)-acrylic acid ethyl ester), C(C)(C)(C)OC(=O)N1CCC(CC1)=O (4-oxo-piperidine-1-carboxylic acid tert-butyl ester), C(C)(=O)O[BH-](OC(C)=O)OC(C)=O.[Na+] (Sodium triacetoxyborohydride). The solvent is C(Cl)Cl (CH2Cl2). Product: C(C)(C)(C)OC(=O)N1CCC(CC1)NC1=C(C=C(C=C1)Cl)C=CC(=O)OCC (4-[4-Chloro-2-(2-ethoxycarbonyl-vinyl)-phenylamino]-piperidine-1-carboxylic acid tert-butyl ester). Yield: 65.9%. As a reaction SMILES: [CH2:1]([O:3][C:4](=[O:15])[CH:5]=[CH:6][C:7]1[CH:12]=[C:11]([Cl:13])[CH:10]=[CH:9][C:8]=1[NH2:14])[CH3:2].[C:16]([O:20][C:21]([N:23]1[CH2:28][CH2:27][C:26](=O)[CH2:25][CH2:24]1)=[O:22])([CH3:19])([CH3:18])[CH3:17].C(O[BH-](OC(=O)C)OC(=O)C)(=O)C.[Na+].C(O)(=O)C.C([O-])(O)=O.[Na+]>C(Cl)Cl>[C:16]([O:20][C:21]([N:23]1[CH2:28][CH2:27][CH:26]([NH:14][C:8]2[CH:9]=[CH:10][C:11]([Cl:13])=[CH:12][C:7]=2[CH:6]=[CH:5][C:4]([O:3][CH2:1][CH3:2])=[O:15])[CH2:25][CH2:24]1)=[O:22])([CH3:19])([CH3:17])[CH3:18] |f:2.3,5.6|. Procedure details: 3-(2-Amino-5-chloro-phenyl)-acrylic acid ethyl ester (10.4 g, 46 mmol) and 4-oxo-piperidine-1-carboxylic acid tert-butyl ester (13.8 g, 69 mmol) were set stirring in CH2Cl2 (230 mL). Sodium triacetoxyborohydride (14.6 g, 69 mmol) was added in portions over 10 min. Acetic acid (1.3 mL, 25 mmol) was then added and the mixture left to stir. After 18 h saturated NaHCO3 was added and the organics separated. The organics were dried over Na2SO4 and concentrated. The residue was purified by column chrom...